From a dataset of the Open Reaction Database (ORD), a public repository of structured organic reaction records. describe an organic reaction: reactants, conditions, products, and yield Reactants: CC(C)(C)OC(=O)N1CC2CN(c3cncc(C(=O)O)c3)CC2C1, Nc1ccc(Oc2ccccc2)cc1. Yields the product CC(C)(C)OC(=O)N1CC2CN(c3cncc(C(=O)Nc4ccc(Oc5ccccc5)cc4)c3)CC2C1. RXN SMILES: [C:1]([CH3:2])([CH3:3])([CH3:4])[O:5][C:6](=[O:7])[N:8]1[CH2:9][CH:10]2[CH:11]([CH2:12]1)[CH2:13][N:14]([c:16]1[cH:17][n:18][cH:19][c:20]([C:21](=[O:22])[OH:23])[cH:24]1)[CH2:15]2.[O:25]([c:26]1[cH:27][cH:28][cH:29][cH:30][cH:31]1)[c:32]1[cH:33][cH:34][c:35]([NH2:36])[cH:37][cH:38]1>>[C:1]([CH3:2])([CH3:3])([CH3:4])[O:5][C:6](=[O:7])[N:8]1[CH2:9][CH:10]2[CH:11]([CH2:12]1)[CH2:13][N:14]([c:16]1[cH:17][n:18][cH:19][c:20]([C:21](=[O:22])[NH:36][c:35]3[cH:34][cH:33][c:32]([O:25][c:26]4[cH:27][cH:28][cH:29][cH:30][cH:31]4)[cH:38][cH:37]3)[cH:24]1)[CH2:15]2. The reactants are C1CCOC1, COC(=O)c1ccc(S(=O)(=O)n2cc(C3CCCC3)c3ccccc32)cc1, CO, Cl, [Na+], [OH-], O. Yields the product O=C(O)c1ccc(S(=O)(=O)n2cc(C3CCCC3)c3ccccc32)cc1. As a reaction SMILES: [CH2:31]1[O:32][CH2:33][CH2:34][CH2:35]1.[CH3:1][O:2][C:3]([c:4]1[cH:5][cH:6][c:7]([S:10](=[O:11])(=[O:12])[n:13]2[cH:14][c:15]([CH:22]3[CH2:23][CH2:24][CH2:25][CH2:26]3)[c:16]3[cH:17][cH:18][cH:19][cH:20][c:21]23)[cH:8][cH:9]1)=[O:27].[CH3:36][OH:37].[ClH:30].[Na+:29].[OH-:28].[OH2:38]>>[O:2]=[C:3]([c:4]1[cH:5][cH:6][c:7]([S:10](=[O:11])(=[O:12])[n:13]2[cH:14][c:15]([CH:22]3[CH2:23][CH2:24][CH2:25][CH2:26]3)[c:16]3[cH:17][cH:18][cH:19][cH:20][c:21]23)[cH:8][cH:9]1)[OH:27]. Starting materials: OC(CCl)CNc1ccc(Cl)cc1, c1c[nH]cn1. Yields the product OC(CNc1ccc(Cl)cc1)Cn1ccnc1. As a reaction SMILES: [Cl:6][CH2:7][CH:8]([CH2:9][NH:10][c:11]1[cH:12][cH:13][c:14]([Cl:17])[cH:15][cH:16]1)[OH:18].[nH:1]1[cH:2][n:3][cH:4][cH:5]1>>[n:1]1([CH2:7][CH:8]([CH2:9][NH:10][c:11]2[cH:12][cH:13][c:14]([Cl:17])[cH:15][cH:16]2)[OH:18])[cH:2][n:3][cH:4][cH:5]1. The reactants are Cc1nc(O)c(Br)c(Cl)n1, COCCOC, NCCc1ccccc1. The product is Cc1nc(O)c(Br)c(NCCc2ccccc2)n1. As a reaction SMILES: [CH3:1][c:2]1[n:3][c:4]([Cl:10])[c:5]([Br:9])[c:6]([OH:8])[n:7]1.[CH3:20][O:21][CH2:22][CH2:23][O:24][CH3:25].[c:11]1([CH2:17][CH2:18][NH2:19])[cH:12][cH:13][cH:14][cH:15][cH:16]1>>[CH3:1][c:2]1[n:3][c:4]([NH:19][CH2:18][CH2:17][c:11]2[cH:12][cH:13][cH:14][cH:15][cH:16]2)[c:5]([Br:9])[c:6]([OH:8])[n:7]1. Starting materials: OC1=CC(=C(C=C1C)CO)C (4-Hydroxy-2,5-dimethyl-benzenemethanol), C(C1=CC=CC=C1)Cl (benzyl chloride), C([O-])([O-])=O.[K+].[K+] (potassium carbonate). Run in C(C)#N (acetonitrile). Yields the product CC1=C(C=C(C(=C1)OCC1=CC=CC=C1)C)CO (2,5-Dimethyl-4-(phenylmethoxy)benzenemethanol). Isolated yield 99.0%. Reaction SMILES: [OH:1][C:2]1[C:7]([CH3:8])=[CH:6][C:5]([CH2:9][OH:10])=[C:4]([CH3:11])[CH:3]=1.[CH2:12](Cl)[C:13]1[CH:18]=[CH:17][CH:16]=[CH:15][CH:14]=1.C(=O)([O-])[O-].[K+].[K+]>C(#N)C>[CH3:11][C:4]1[CH:3]=[C:2]([O:1][CH2:12][C:13]2[CH:18]=[CH:17][CH:16]=[CH:15][CH:14]=2)[C:7]([CH3:8])=[CH:6][C:5]=1[CH2:9][OH:10] |f:2.3.4|. Procedure details: A mixture of 18.0 g (118 mmol) of 4-hydroxy-2,5-dimethyl-benzenemethanol (Example H), 14.9 g (118 mmol) of benzyl chloride and 18.0 g (1.1×118 mmol) of anhydrous potassium carbonate in 300 mL of acetonitrile is stirred at reflux for 18 hours overnight. The reaction flask and inorganic residue are washed with fresh acetonitrile and the solvent is removed on a rotary evaporator. A diethyl ether solution of the residue is washed with 2×50 mL of 2N potassium hydroxide solution, brine, dried (magnesi... As a reaction SMILES: [CH3:31][S:32]([CH3:33])=[O:34].[Cl:23][c:24]1[s:25][c:26]([C:29]#[N:30])[cH:27][n:28]1.[H-:21].[NH2:1][c:2]1[cH:3][c:4]([N:8]2[CH2:9][CH2:10][N:11]([CH2:14][C:15](=[O:16])[NH:17][CH:18]([CH3:19])[CH3:20])[CH2:12][CH2:13]2)[n:5][cH:6][n:7]1.[Na+:22]>>[NH:1]([c:2]1[cH:3][c:4]([N:8]2[CH2:9][CH2:10][N:11]([CH2:14][C:15](=[O:16])[NH:17][CH:18]([CH3:19])[CH3:20])[CH2:12][CH2:13]2)[n:5][cH:6][n:7]1)[c:24]1[s:25][c:26]([C:29]#[N:30])[cH:27][n:28]1. Product: CC(C)NC(=O)CN1CCN(c2cc(Nc3ncc(C#N)s3)ncn2)CC1. The reactants are CS(C)=O, N#Cc1cnc(Cl)s1, [H-], CC(C)NC(=O)CN1CCN(c2cc(N)ncn2)CC1, [Na+].